This data is from the Open Reaction Database (ORD), a public repository of structured organic reaction records. The task is: describe an organic reaction: reactants, conditions, products, and yield The reactants are BrC=1C=CC=2N(C1)C(=NN2)C2=NC1=C(C=CC=C1C=C2)OCC(CNC(OC(C)(C)C)=O)(C)C (tert-butyl 3-(2-(6-bromo-[1,2,4]triazolo[4,3-a]pyridin-3-yl)quinolin-8-yloxy)-2,2-dimethylpropylcarbamate), C(=O)(C(F)(F)F)O (TFA), ClCCl (dichloromethane). Run at time 4 hour. The product is Cl.Cl.BrC=1C=CC=2N(C1)C(=NN2)C2=NC1=C(C=CC=C1C=C2)OCC(CN)(C)C (3-(2-(6-bromo-[1,2,4]triazolo[4,3-a]pyridin-3-yl)quinolin-8-yloxy)-2,2-dimethylpropan-1-amine dihydrochloride). Yield: 41.0%. Reaction SMILES: [Br:1][C:2]1[CH:3]=[CH:4][C:5]2[N:6]([C:8]([C:11]3[CH:20]=[CH:19][C:18]4[C:13](=[C:14]([O:21][CH2:22][C:23]([CH3:34])([CH3:33])[CH2:24][NH:25]C(=O)OC(C)(C)C)[CH:15]=[CH:16][CH:17]=4)[N:12]=3)=[N:9][N:10]=2)[CH:7]=1.C(O)(C(F)(F)F)=O.[Cl:42]CCl>>[ClH:42].[ClH:42].[Br:1][C:2]1[CH:3]=[CH:4][C:5]2[N:6]([C:8]([C:11]3[CH:20]=[CH:19][C:18]4[C:13](=[C:14]([O:21][CH2:22][C:23]([CH3:34])([CH3:33])[CH2:24][NH2:25])[CH:15]=[CH:16][CH:17]=4)[N:12]=3)=[N:9][N:10]=2)[CH:7]=1 |f:3.4.5|. Procedure details: To a solution of tert-butyl 3-(2-(6-bromo-[1,2,4]triazolo[4,3-a]pyridin-3-yl)quinolin-8-yloxy)-2,2-dimethylpropylcarbamate (0.108 g, 0.205 mmol) in 2 mL dichloromethane was added neat TFA (0.395 mL, 5.13 mmol). The reaction mixture was stirred at ambient temperature for 4 hours, after which it was concentrated. The residue was concentrated twice from dichloromethane/hexanes to give solids, which were dried in vacuo. The solids were dissolved in several drops of methanol and minimal dichlorometha... Reactants: CCO, Cl, [Na+], C1COCCO1, [OH-], O, CCOC(=O)COc1ccc(-c2nn(-c3ccccc3)c3ncccc23)cc1. Product: O=C(O)COc1ccc(-c2nn(-c3ccccc3)c3ncccc23)cc1. RXN SMILES: [CH3:3][CH2:4][OH:5].[ClH:34].[Na+:2].[O:36]1[CH2:37][CH2:38][O:39][CH2:40][CH2:41]1.[OH-:1].[OH2:35].[c:6]1(-[n:12]2[n:13][c:14](-[c:21]3[cH:22][cH:23][c:24]([O:25][CH2:26][C:27](=[O:28])[O:29][CH2:30][CH3:31])[cH:32][cH:33]3)[c:15]3[c:16]2[n:17][cH:18][cH:19][cH:20]3)[cH:7][cH:8][cH:9][cH:10][cH:11]1>>[c:6]1(-[n:12]2[n:13][c:14](-[c:21]3[cH:22][cH:23][c:24]([O:25][CH2:26][C:27](=[O:28])[OH:29])[cH:32][cH:33]3)[c:15]3[c:16]2[n:17][cH:18][cH:19][cH:20]3)[cH:7][cH:8][cH:9][cH:10][cH:11]1. Starting materials: COC(=O)c1ccc2c(C3CCCCC3)c3n(c2c1)CCC(=O)Nc1ccccc1-3, CN(C)CCCl, CN(C)CCCl, Cl, [H-], [Na+], CN(C)C=O, c1ccc2[nH]ccc2c1. Product: COC(=O)c1ccc2c(C3CCCCC3)c3n(c2c1)CCC(=O)N(CCN(C)C)c1ccccc1-3. RXN SMILES: [CH:3]1([c:9]2[c:10]3[cH:11][cH:12][c:13]([C:29](=[O:30])[O:31][CH3:32])[cH:14][c:15]3[n:16]3[c:23]2-[c:22]2[c:21]([cH:27][cH:26][cH:25][cH:24]2)[NH:20][C:19](=[O:28])[CH2:18][CH2:17]3)[CH2:4][CH2:5][CH2:6][CH2:7][CH2:8]1.[Cl:34][CH2:35][CH2:36][N:37]([CH3:38])[CH3:39].[Cl:40][CH2:41][CH2:42][N:43]([CH3:44])[CH3:45].[ClH:33].[H-:2].[Na+:1].[O:55]=[CH:56][N:57]([CH3:58])[CH3:59].[nH:46]1[c:47]2[c:48]([cH:49][cH:50][cH:51][cH:52]2)[cH:53][cH:54]1>>[CH:3]1([c:9]2[c:10]3[cH:11][cH:12][c:13]([C:29](=[O:30])[O:31][CH3:32])[cH:14][c:15]3[n:16]3[c:23]2-[c:22]2[c:21]([cH:27][cH:26][cH:25][cH:24]2)[N:20]([CH2:35][CH2:36][N:37]([CH3:38])[CH3:39])[C:19](=[O:28])[CH2:18][CH2:17]3)[CH2:4][CH2:5][CH2:6][CH2:7][CH2:8]1. Reactants: [Si](C1=CC=CC=C1)(C1=CC=CC=C1)(C(C)(C)C)OC1CN(C1)C=1SC=C(N1)C(N(CC(=O)OCC1=CC=C(C=C1)[N+](=O)[O-])C(C)C)=O (3-t-butyldiphenylsilyloxy-1-{4-[N-isopropyl-N-(p-nitrobenzyloxycarbonylmethyl)carbamoyl]-1,3-thiazol-2-yl}azetidine), C(C)(=O)O (acetic acid), ice, [F-].C(CCC)[N+](CCCC)(CCCC)CCCC (tetra-n-butylammonium fluoride). The solvent is O1CCCC1 (tetrahydrofuran), O1CCCC1 (tetrahydrofuran). Yields the product OC1CN(C1)C=1SC=C(N1)C(N(CC(=O)OCC1=CC=C(C=C1)[N+](=O)[O-])C(C)C)=O (3-hydroxy-1-{4-[N-isopropyl-N-(p-nitrobenzyloxycarbonylmethyl)carbamoyl]-1,3-thiazol-2-yl}azetidine). The yield is 82.8%. RXN SMILES: [Si]([O:18][CH:19]1[CH2:22][N:21]([C:23]2[S:24][CH:25]=[C:26]([C:28](=[O:47])[N:29]([CH:44]([CH3:46])[CH3:45])[CH2:30][C:31]([O:33][CH2:34][C:35]3[CH:40]=[CH:39][C:38]([N+:41]([O-:43])=[O:42])=[CH:37][CH:36]=3)=[O:32])[N:27]=2)[CH2:20]1)(C(C)(C)C)(C1C=CC=CC=1)C1C=CC=CC=1.C(O)(=O)C.[F-].C([N+](CCCC)(CCCC)CCCC)CCC>O1CCCC1>[OH:18][CH:19]1[CH2:22][N:21]([C:23]2[S:24][CH:25]=[C:26]([C:28](=[O:47])[N:29]([CH:44]([CH3:45])[CH3:46])[CH2:30][C:31]([O:33][CH2:34][C:35]3[CH:40]=[CH:39][C:38]([N+:41]([O-:43])=[O:42])=[CH:37][CH:36]=3)=[O:32])[N:27]=2)[CH2:20]1 |f:2.3|. Procedure: To a solution of 3-t-butyldiphenylsilyloxy-1-{4-[N-isopropyl-N-(p-nitrobenzyloxycarbonylmethyl)carbamoyl]-1,3-thiazol-2-yl}azetidine (1.81 g, 2.69 mmol) (obtained as described in Reference Example 48(4)) in anhydrous tetrahydrofuran (90 ml) were added acetic acid (0.18 ml, 3.23 mmol) and a solution of 1.0M tetra-n-butylammonium fluoride in tetrahydrofuran (3.23 ml, 3.23 mmol) in an ice bath. The mixture was stirred in the ice bath for 2 hours. After checking the completion of the reaction, the r... The reactants are N (ammonia), O1N=C(C2=C1C=CC=C2)CS(=O)(=O)[O-].[Na+] (sodium 1,2-benzisoxazole-3-methanesulfonate), P(=O)(Cl)(Cl)Cl (phosphoryl chloride). The solvent is ClCCCl (1,2-dichloroethane), ClCCCl (1,2-dichloroethane), C(C)N(CC)CC (Triethylamine). Run at time 90 minute. Yields the product O1N=C(C2=C1C=CC=C2)CS(=O)(=O)N (1,2-benzisoxazole-3-methanesulfonamide). Reaction SMILES: [O:1]1[C:5]2[CH:6]=[CH:7][CH:8]=[CH:9][C:4]=2[C:3]([CH2:10][S:11]([O-:14])(=O)=[O:12])=[N:2]1.[Na+].P(Cl)(Cl)(Cl)=O.[NH3:21]>ClCCCl.C(N(CC)CC)C>[O:1]1[C:5]2[CH:6]=[CH:7][CH:8]=[CH:9][C:4]=2[C:3]([CH2:10][S:11]([NH2:21])(=[O:14])=[O:12])=[N:2]1 |f:0.1|. Reported procedure: Water is removed by distillation from the above mixture of 1,2-benzisoxazole-3-acetic acid and 1,2-dichloroethane, and thereto is added dropwise chlorosulfonic acid (15.5 g) while the internal temperature is kept at 63° C.-79° C. After the addition, the mixture is stirred for 90 minutes while the reaction temperature is kept at 63° C.-79° C. After cooling, a 25% aqueous sodium hydroxide solution is added to the reaction mixture so as to adjust the pH value thereof to pH 11 or above. Water is rem... Starting materials: COc1ccc(C2=NN(C3CCNCC3)C(=O)C2(C)C)c2c1OC(C)(C)C2, Cc1ccc(OC(F)F)cc1C(=O)O. Product: COc1ccc(C2=NN(C3CCN(C(=O)c4cc(OC(F)F)ccc4C)CC3)C(=O)C2(C)C)c2c1OC(C)(C)C2. As a reaction SMILES: [CH3:1][O:2][c:3]1[cH:4][cH:5][c:6]([C:14]2=[N:18][N:17]([CH:19]3[CH2:20][CH2:21][NH:22][CH2:23][CH2:24]3)[C:16](=[O:25])[C:15]2([CH3:26])[CH3:27])[c:7]2[c:11]1[O:10][C:9]([CH3:12])([CH3:13])[CH2:8]2.[F:28][CH:29]([O:30][c:31]1[cH:32][cH:33][c:34]([CH3:40])[c:35]([C:36](=[O:37])[OH:38])[cH:39]1)[F:41]>>[CH3:1][O:2][c:3]1[cH:4][cH:5][c:6]([C:14]2=[N:18][N:17]([CH:19]3[CH2:20][CH2:21][N:22]([C:36]([c:35]4[c:34]([CH3:40])[cH:33][cH:32][c:31]([O:30][CH:29]([F:28])[F:41])[cH:39]4)=[O:37])[CH2:23][CH2:24]3)[C:16](=[O:25])[C:15]2([CH3:26])[CH3:27])[c:7]2[c:11]1[O:10][C:9]([CH3:12])([CH3:13])[CH2:8]2.